Task: describe an organic reaction: reactants, conditions, products, and yield. Dataset: the Open Reaction Database (ORD), a public repository of structured organic reaction records Reactants: CNC(NC[C@@H]1[C@H](C[C@@H](O1)N1C(=O)NC(=O)C(C)=C1)O)=O (5'-(3-Methylureido)-5'-deoxythymidine), N(=O)[O-].[Na+] (sodium nitrite). Run in C(C)(=O)O (acetic acid). Reaction conditions: time 3 hour. Product: CN(C(NC[C@@H]1[C@H](C[C@@H](O1)N1C(=O)NC(=O)C(C)=C1)O)=O)N=O (5'-(3-Methyl-3-nitrosoureido)-5'-deoxythymidine). The yield is 70.2%. RXN SMILES: [CH3:1][NH:2][C:3](=[O:21])[NH:4][CH2:5][C@H:6]1[O:10][C@@H:9]([N:11]2[CH:19]=[C:17]([CH3:18])[C:15](=[O:16])[NH:14][C:12]2=[O:13])[CH2:8][C@@H:7]1[OH:20].[N:22]([O-])=[O:23].[Na+]>C(O)(=O)C>[CH3:1][N:2]([N:22]=[O:23])[C:3](=[O:21])[NH:4][CH2:5][C@H:6]1[O:10][C@@H:9]([N:11]2[CH:19]=[C:17]([CH3:18])[C:15](=[O:16])[NH:14][C:12]2=[O:13])[CH2:8][C@@H:7]1[OH:20] |f:1.2|. Procedure: To a solution of 4 (1.00 g, 3.35 mmol) in 50% aqueous acetic acid at 0°, sodium nitrite (0.31 g, 4.55 mmol) was added slowly. The reaction mixture was kept at 0° with stirring for 3 h, during which time crystals started to precipitate out. The product was collected by filtration, washed with water, cooled methanol, ether, and dried. The filtrate was concentrated and an additional fraction of crystals was obtained. The combined product was recrystallized from methanol to yield 0.77 g (70%) of whi...